Dataset: the Open Reaction Database (ORD), a public repository of structured organic reaction records. Task: describe an organic reaction: reactants, conditions, products, and yield Yields the product CC1=C(C=CC(=C1)C(C=CC=1SC2=C(C1CCC)C=CC(=C2)C(F)(F)F)=O)C=CC(=O)OC (Methyl 3-[2-methyl-4-[3-[3-propyl-6-(trifluoromethyl)benzothiophen-2-yl]propenoyl]phenyl]acrylate). Reaction SMILES: [CH2:1]([C:4]1[C:8]2[CH:9]=[CH:10][C:11]([C:13]([F:16])([F:15])[F:14])=[CH:12][C:7]=2[S:6][C:5]=1[CH:17]=O)[CH2:2][CH3:3].[C:19]([C:22]1[CH:27]=[CH:26][C:25]([CH:28]=[CH:29][C:30]([O:32][CH3:33])=[O:31])=[C:24]([CH3:34])[CH:23]=1)(=[O:21])[CH3:20]>>[CH3:34][C:24]1[CH:23]=[C:22]([C:19](=[O:21])[CH:20]=[CH:17][C:5]2[S:6][C:7]3[CH:12]=[C:11]([C:13]([F:14])([F:15])[F:16])[CH:10]=[CH:9][C:8]=3[C:4]=2[CH2:1][CH2:2][CH3:3])[CH:27]=[CH:26][C:25]=1[CH:28]=[CH:29][C:30]([O:32][CH3:33])=[O:31]. Reported procedure: The titled compound was prepared from the above-mentioned 3-propyl-6-(trifluoromethyl)benzothiophen-2-carboxaldehyde (112 mg, 0.411 mmol) and methyl 3-(4-acetyl-2-methylphenyl)acrylate (90 mg, 0.41 mmol) in a procedure similar to that of Example 7 (1) as a yellow crystal (107 mg, yield 55%). The reactants are C(CC)C1=C(SC2=C1C=CC(=C2)C(F)(F)F)C=O (3-propyl-6-(trifluoromethyl)benzothiophen-2-carboxaldehyde), C(C)(=O)C1=CC(=C(C=C1)C=CC(=O)OC)C (methyl 3-(4-acetyl-2-methylphenyl)acrylate), Example 7 ( 1 ). Starting materials: C(=O)C1=NC=CC(=C1)C(=O)OCC (ethyl 2-formylpyridine-4-carboxylate), CN(C\C=C/CN)C ((Z)—N1,N1-dimethylbut-2-ene-1,4-diamine). Product: CN(C\C=C/CNCC1=NC=CC(=C1)C(=O)OCC)C (Ethyl 2-({[(2Z)-4-(dimethylamino)but-2-en-1-yl]amino}methyl)pyridine-4-carboxylate). RXN SMILES: [CH:1]([C:3]1[CH:8]=[C:7]([C:9]([O:11][CH2:12][CH3:13])=[O:10])[CH:6]=[CH:5][N:4]=1)=O.[CH3:14][N:15]([CH3:21])[CH2:16]/[CH:17]=[CH:18]\[CH2:19][NH2:20]>>[CH3:14][N:15]([CH3:21])[CH2:16]/[CH:17]=[CH:18]\[CH2:19][NH:20][CH2:1][C:3]1[CH:8]=[C:7]([C:9]([O:11][CH2:12][CH3:13])=[O:10])[CH:6]=[CH:5][N:4]=1. Procedure details: By General Procedure A from ethyl 2-formylpyridine-4-carboxylate, (Z)—N1,N1-dimethylbut-2-ene-1,4-diamine. Purification by column chromatography (DCM/MeOH/NH4OH, 90:10:1) gave the title compound as yellow viscous oil. 1H NMR (300 MHz, CDCl3): δ 8.8 (d, 1H), 7.8 (s, 1H), 7.7 (d, 1H), 5.7 (m, 2H), 4.34 (q, 2H), 4.0 (s, 2H), 3.4 (d, 2H), 2.9 (d, 2H), 2.2 (s, 6H), 1.32 (t, 3H). Starting materials: FC(OC1=CC=C(C=O)C=C1)F (4-difluoromethoxybenzaldehyde), CSC1=CC=C(N)C=C1 (4-methylthioaniline). Yields the product FC(OC1=CC=C(C=NC2=CC=C(C=C2)SC)C=C1)F (N-(4-difluoromethoxybenzylidene)-4-methylthioaniline). The yield is 91.0%. RXN SMILES: [F:1][CH:2]([F:12])[O:3][C:4]1[CH:11]=[CH:10][C:7]([CH:8]=O)=[CH:6][CH:5]=1.[CH3:13][S:14][C:15]1[CH:21]=[CH:20][C:18]([NH2:19])=[CH:17][CH:16]=1>>[F:1][CH:2]([F:12])[O:3][C:4]1[CH:11]=[CH:10][C:7]([CH:8]=[N:19][C:18]2[CH:20]=[CH:21][C:15]([S:14][CH3:13])=[CH:16][CH:17]=2)=[CH:6][CH:5]=1. Procedure details: Following a procedure similar to that described in Example 1(i), but using 4-difluoromethoxybenzaldehyde and 4-methylthioaniline as starting materials, N-(4-difluoromethoxybenzylidene)-4-methylthioaniline was obtained in a yield of 91%. This aniline compound and trimethylsilyl cyanide were then reacted together in a similar manner to that described in Example 1(ii), to give the title compound as a slightly yellow powder (yield 80%). Yields the product ClC1=C(C(=C(N=N1)C#N)C)C (6-Chloro-4,5-dimethyl-pyridazine-3-carbonitrile). Starting materials: ClC=1N=NC(=C(C1C)C)I (3-Chloro-6-iodo-4,5-dimethyl-pyridazine), [Cu](C#N)C#N (copper cyanide), ClCCl (Dichloromethane). Reaction conditions: temperature 160 celsius, time 20 minute. RXN SMILES: [Cl:1][C:2]1[N:3]=[N:4][C:5](I)=[C:6]([CH3:9])[C:7]=1[CH3:8].[Cu](C#N)[C:12]#[N:13].ClCCl>C(#N)C>[Cl:1][C:2]1[N:3]=[N:4][C:5]([C:12]#[N:13])=[C:6]([CH3:9])[C:7]=1[CH3:8]. Run in C(C)#N (acetonitrile). Yield: 85.2%. Procedure details: A mixture of D10 (0.225 g, 0.84 mmol), copper cyanide (0.15 g, 1.67 mmol) in acetonitrile (2 ml) was stirred at 160° C. for 20 min., under microwave irradiation. Dichloromethane was then added and the mixture filtered over celite. The solvent was evaporated in vacuo and the residue purified by column chromatography (silica gel; dichloromethane/heptane 1:1 to 7:3) to yield D11 (0.120 g, 85%) as a solid. C7H6ClN3 requires 167. Found 166 (MH−). Starting materials: diazonium, ( 1 ), N(=O)[O-].[Na+] (sodium nitrite), NC=1NC=CN1 (aminoimidazole), diazonium salt, Br (hydrobromic acid), S(=O)=O (sulfur dioxide), diazonium salt, Cl (hydrochloric acid). Reagents/catalysts: [Cu] (copper). Product: N1C(=NC=C1)S(=O)(=O)Cl (imidazolesulfonyl chloride). As a reaction SMILES: N[C:2]1[NH:3][CH:4]=[CH:5][N:6]=1.N([O-])=O.[Na+].Br.[S:12](=[O:14])=[O:13].[ClH:15]>[Cu]>[NH:6]1[CH:5]=[CH:4][N:3]=[C:2]1[S:12]([Cl:15])(=[O:14])=[O:13] |f:1.2|. Procedure details: More specifically, (1) according to Reaction scheme 8, an aminoimidazole is converted into a diazonium salt by using sodium nitrite or the like in hydrochloric acid, hydrobromic acid or the like and then sulfur dioxide is reacted with the resulting diazonium salt in the presence of a catalyst which is usually used for diazonium decomposition such as a copper salt or the like, to afford a corresponding imidazolesulfonyl chloride. With the resulting compound was reacted an aqueous ammonia to give ...